This data is from the Open Reaction Database (ORD), a public repository of structured organic reaction records. The task is: describe an organic reaction: reactants, conditions, products, and yield The reactants are TEA, ClC1=CC(=NC(=N1)SC)N (6-chloro-2-(methylthio)pyrimidin-4-amine), N1CCC(CC1)NC(OC(C)(C)C)=O (tert-butyl piperidin-4-ylcarbamate). Run in CN1CCCC1=O (NMP). Yields the product NC1=CC(=NC(=N1)SC)N1CCC(CC1)NC(OC(C)(C)C)=O (tert-Butyl 1-[6-amino-2-(methylthio)pyrimidin-4-yl]piperidin-4-ylcarbamate). The yield is 49.8%. RXN SMILES: Cl[C:2]1[N:7]=[C:6]([S:8][CH3:9])[N:5]=[C:4]([NH2:10])[CH:3]=1.[NH:11]1[CH2:16][CH2:15][CH:14]([NH:17][C:18](=[O:24])[O:19][C:20]([CH3:23])([CH3:22])[CH3:21])[CH2:13][CH2:12]1>CN1C(=O)CCC1>[NH2:10][C:4]1[N:5]=[C:6]([S:8][CH3:9])[N:7]=[C:2]([N:11]2[CH2:12][CH2:13][CH:14]([NH:17][C:18](=[O:24])[O:19][C:20]([CH3:21])([CH3:23])[CH3:22])[CH2:15][CH2:16]2)[CH:3]=1. Procedure details: TEA (0.243 ml, 1.74 mmol) and 6-chloro-2-(methylthio)pyrimidin-4-amine (0.309 g, 1.74 mmol) were added to a solution of tert-butyl piperidin-4-ylcarbamate (0.35 g, 1.74 mmol) in NMP (4 ml). Using a Smith Microwave Synthesizer, the mixture was subjected to single-mode microwave at 150° C. for 90 minutes. The mixture was partitioned between water and EtOAc and washed (×2) with water. The organic phase was dried over magnesium sulphate and concentrated to give the title compound (0.294 g). The reactants are O=C(Cl)c1ccccc1, Nc1ccc(C2(O)OC(CO)C(O)C(O)C2O)cc1, c1ccncc1. Yields the product O=C(Nc1ccc(C2(O)OC(CO)C(O)C(O)C2O)cc1)c1ccccc1. As a reaction SMILES: [C:20]([c:21]1[cH:22][cH:23][cH:24][cH:25][cH:26]1)(=[O:27])[Cl:28].[NH2:1][c:2]1[cH:3][cH:4][c:5]([C:8]2([OH:9])[CH:10]([OH:11])[CH:12]([OH:13])[CH:14]([OH:15])[CH:16]([CH2:18][OH:19])[O:17]2)[cH:6][cH:7]1.[cH:29]1[cH:30][cH:31][n:32][cH:33][cH:34]1>>[NH:1]([c:2]1[cH:3][cH:4][c:5]([C:8]2([OH:9])[CH:10]([OH:11])[CH:12]([OH:13])[CH:14]([OH:15])[CH:16]([CH2:18][OH:19])[O:17]2)[cH:6][cH:7]1)[C:20]([c:21]1[cH:22][cH:23][cH:24][cH:25][cH:26]1)=[O:27]. Reactants: C(C)OC=1C(C(C1OCC)=O)=O (3,4-diethoxy-3-cyclobutene-1,2-dione), NC1=C2C=CN=CC2=CC=C1 (5-aminoisoquinoline). Run in C(C)O (ethanol), C(C)O (ethanol). Yields the product C1=NC=CC2=C(C=CC=C12)NC=1C(C(C1OCC)=O)=O (3-(isoquinolin-5-ylamino)-4-ethoxy-cyclobut-3-ene-1,2-dione). Isolated yield 29.2%. Reaction SMILES: C(O[C:4]1[C:5](=[O:12])[C:6](=[O:11])[C:7]=1[O:8][CH2:9][CH3:10])C.[NH2:13][C:14]1[CH:23]=[CH:22][CH:21]=[C:20]2[C:15]=1[CH:16]=[CH:17][N:18]=[CH:19]2>C(O)C>[CH:19]1[C:20]2[C:15](=[C:14]([NH:13][C:4]3[C:5](=[O:12])[C:6](=[O:11])[C:7]=3[O:8][CH2:9][CH3:10])[CH:23]=[CH:22][CH:21]=2)[CH:16]=[CH:17][N:18]=1. Reported procedure: To a solution of 3,4-diethoxy-3-cyclobutene-1,2-dione (5.00 g, 29.4 mmol) in absolute ethanol (100 mL) was added a suspension of 5-aminoisoquinoline (4.24 g, 29.4 mmol) in ethanol (50 mL). The mixture was heated to reflux overnight and then filtered to yield 2.30 g (29%) of solid: mp 182(dec) ° C. Starting materials: COCCOC, CCOC(C)=O, O=C(Nc1ccc2cccnc2c1)c1ccc(Cl)nc1, OB(O)c1ccc(C(F)(F)F)cc1, [Na+], [Na+], O=C([O-])[O-], c1ccc(P(c2ccccc2)(c2ccccc2)[Pd](P(c2ccccc2)(c2ccccc2)c2ccccc2)(P(c2ccccc2)(c2ccccc2)c2ccccc2)P(c2ccccc2)(c2ccccc2)c2ccccc2)cc1. Product: O=C(Nc1ccc2cccnc2c1)c1ccc(-c2ccc(C(F)(F)F)cc2)nc1. Reaction SMILES: [CH3:40][O:41][CH2:42][CH2:43][O:44][CH3:45].[CH3:46][CH2:47][O:48][C:49]([CH3:50])=[O:51].[Cl:1][c:2]1[n:3][cH:4][c:5]([C:6](=[O:7])[NH:8][c:9]2[cH:10][cH:11][c:12]3[cH:13][cH:14][cH:15][n:16][c:17]3[cH:18]2)[cH:19][cH:20]1.[F:21][C:22]([c:23]1[cH:24][cH:25][c:26]([B:29]([OH:30])[OH:31])[cH:27][cH:28]1)([F:32])[F:33].[Na+:34].[Na+:35].[O-:36][C:37](=[O:38])[O-:39].[cH:52]1[cH:53][cH:54][c:55]([P:56]([Pd:57]([P:58]([c:59]2[cH:60][cH:61][cH:62][cH:63][cH:64]2)([c:65]2[cH:66][cH:67][cH:68][cH:69][cH:70]2)[c:71]2[cH:72][cH:73][cH:74][cH:75][cH:76]2)([P:77]([c:78]2[cH:79][cH:80][cH:81][cH:82][cH:83]2)([c:84]2[cH:85][cH:86][cH:87][cH:88][cH:89]2)[c:90]2[cH:91][cH:92][cH:93][cH:94][cH:95]2)[P:96]([c:97]2[cH:98][cH:99][cH:100][cH:101][cH:102]2)([c:103]2[cH:104][cH:105][cH:106][cH:107][cH:108]2)[c:109]2[cH:110][cH:111][cH:112][cH:113][cH:114]2)([c:115]2[cH:116][cH:117][cH:118][cH:119][cH:120]2)[c:121]2[cH:122][cH:123][cH:124][cH:125][cH:126]2)[cH:127][cH:128]1>>[c:2]1(-[c:26]2[cH:25][cH:24][c:23]([C:22]([F:21])([F:32])[F:33])[cH:28][cH:27]2)[n:3][cH:4][c:5]([C:6](=[O:7])[NH:8][c:9]2[cH:10][cH:11][c:12]3[cH:13][cH:14][cH:15][n:16][c:17]3[cH:18]2)[cH:19][cH:20]1. Starting materials: [C-]#N, [C-]#N, CN(C)C=O, CCOC(C)=O, [Zn+2], c1ccc(P(c2ccccc2)(c2ccccc2)[Pd](P(c2ccccc2)(c2ccccc2)c2ccccc2)(P(c2ccccc2)(c2ccccc2)c2ccccc2)P(c2ccccc2)(c2ccccc2)c2ccccc2)cc1, Ic1cccc(-c2nnc(-c3ccccn3)o2)c1. The product is N#Cc1cccc(-c2nnc(-c3ccccn3)o2)c1. Reaction SMILES: [C-:30]#[N:31].[C-:33]#[N:34].[CH3:19][N:20]([CH3:21])[CH:22]=[O:23].[CH3:24][CH2:25][O:26][C:27](=[O:28])[CH3:29].[Zn+2:32].[cH:35]1[cH:36][cH:37][c:38]([P:39]([Pd:40]([P:41]([c:42]2[cH:43][cH:44][cH:45][cH:46][cH:47]2)([c:48]2[cH:49][cH:50][cH:51][cH:52][cH:53]2)[c:54]2[cH:55][cH:56][cH:57][cH:58][cH:59]2)([P:60]([c:61]2[cH:62][cH:63][cH:64][cH:65][cH:66]2)([c:67]2[cH:68][cH:69][cH:70][cH:71][cH:72]2)[c:73]2[cH:74][cH:75][cH:76][cH:77][cH:78]2)[P:79]([c:80]2[cH:81][cH:82][cH:83][cH:84][cH:85]2)([c:86]2[cH:87][cH:88][cH:89][cH:90][cH:91]2)[c:92]2[cH:93][cH:94][cH:95][cH:96][cH:97]2)([c:98]2[cH:99][cH:100][cH:101][cH:102][cH:103]2)[c:104]2[cH:105][cH:106][cH:107][cH:108][cH:109]2)[cH:110][cH:111]1.[n:1]1[c:2](-[c:7]2[o:8][c:9](-[c:12]3[cH:13][c:14]([I:18])[cH:15][cH:16][cH:17]3)[n:10][n:11]2)[cH:3][cH:4][cH:5][cH:6]1>>[n:1]1[c:2](-[c:7]2[o:8][c:9](-[c:12]3[cH:13][c:14]([C:19]#[N:20])[cH:15][cH:16][cH:17]3)[n:10][n:11]2)[cH:3][cH:4][cH:5][cH:6]1. Reported procedure: A mixture of 3-aminomethyl-pyrrolidine-1-carboxylic acid benzyl ester (0.15 g), 2-bromopyrimidine (0.25 g), 2-propanol (10 mL), and of N,N-diisopropylethylamine (0.1 mL) was heated to reflux overnight. Purification of the residue obtained after concentration under reduced pressure by preparative chromatography, and eluting with ethyl acetate, gave 3-(pyrimidin-2-ylaminomethyl)-pyrrolidine-1-carboxylic acid benzyl ester as a solid: The product is C(C1=CC=CC=C1)OC(=O)N1CC(CC1)CNC1=NC=CC=N1 (3-(pyrimidin-2-ylaminomethyl)-pyrrolidine-1-carboxylic acid benzyl ester). Starting materials: C(C1=CC=CC=C1)OC(=O)N1CC(CC1)CN (3-aminomethyl-pyrrolidine-1-carboxylic acid benzyl ester), BrC1=NC=CC=N1 (2-bromopyrimidine), C(C)(C)N(C(C)C)CC (N,N-diisopropylethylamine). RXN SMILES: [CH2:1]([O:8][C:9]([N:11]1[CH2:15][CH2:14][CH:13]([CH2:16][NH2:17])[CH2:12]1)=[O:10])[C:2]1[CH:7]=[CH:6][CH:5]=[CH:4][CH:3]=1.Br[C:19]1[N:24]=[CH:23][CH:22]=[CH:21][N:20]=1.C(N(CC)C(C)C)(C)C>CC(O)C>[CH2:1]([O:8][C:9]([N:11]1[CH2:15][CH2:14][CH:13]([CH2:16][NH:17][C:19]2[N:24]=[CH:23][CH:22]=[CH:21][N:20]=2)[CH2:12]1)=[O:10])[C:2]1[CH:7]=[CH:6][CH:5]=[CH:4][CH:3]=1. Run in CC(C)O (2-propanol). The reactants are COc1cccc2c1Sc1ccc(C(C)C(N)=O)cc1C(=O)C2, CCO, [K+], [OH-], O. The product is COc1cccc2c1Sc1ccc(C(C)C(=O)O)cc1C(=O)C2. RXN SMILES: [CH3:1][O:2][c:3]1[cH:4][cH:5][cH:6][c:7]2[c:13]1[S:12][c:11]1[c:10]([cH:17][c:16]([CH:18]([C:19](=[O:20])[NH2:21])[CH3:22])[cH:15][cH:14]1)[C:9](=[O:23])[CH2:8]2.[CH3:24][CH2:25][OH:26].[K+:28].[OH-:27].[OH2:29]>>[CH3:1][O:2][c:3]1[cH:4][cH:5][cH:6][c:7]2[c:13]1[S:12][c:11]1[c:10]([cH:17][c:16]([CH:18]([C:19](=[O:20])[OH:26])[CH3:22])[cH:15][cH:14]1)[C:9](=[O:23])[CH2:8]2. The reactants are O1C(NCC12CCNCC2)=O (1-oxa-3,8-diazaspiro[4.5]decan-2-one), O1C(CC2=C(C=CC(=C2)OC)OC2=C(C=C(C=C2)OC)CC2CO2)C1 (2,3-epoxypropyl-p-methoxyphenyl ether), CO (methanol). The solvent is C1(=CC=CC=C1)C (toluene). Yields the product COC1=CC=C(OCC(CN2CCC3(CNC(O3)=O)CC2)O)C=C1 (8-[3-(4-methoxyphenoxy)-2-hydroxypropyl]-1-oxa-3,8-diazaspiro[4.5]decan-2-one). RXN SMILES: [O:1]1[C:5]2([CH2:10][CH2:9][NH:8][CH2:7][CH2:6]2)[CH2:4][NH:3][C:2]1=[O:11].O1CC1C[C:15]1[CH:20]=[C:19]([O:21][CH3:22])[CH:18]=[CH:17][C:16]=1[O:23][C:24]1[CH:29]=[CH:28]C(OC)=CC=1CC1OC1.C[OH:38]>C1(C)C=CC=CC=1>[CH3:22][O:21][C:19]1[CH:20]=[CH:15][C:16]([O:23][CH2:24][CH:29]([OH:38])[CH2:28][N:8]2[CH2:7][CH2:6][C:5]3([O:1][C:2](=[O:11])[NH:3][CH2:4]3)[CH2:10][CH2:9]2)=[CH:17][CH:18]=1. Procedure: A mixture of 3.4 g 1-oxa-3,8-diazaspiro[4.5]decan-2-one, 2.26 g 2,3-epoxypropyl-p-methoxyphenyl ether, 5 ml methanol and 15 ml toluene is heated at reflux for 24 hours. Evaporation of solvent and recrystallization from ethyl acetate gives 2.7 g 8-[3-(4-methoxyphenoxy)-2-hydroxypropyl]-1-oxa-3,8-diazaspiro[4.5]decan-2-one, mp 151°-153°. To a solution of 1 g of 8-[3-(4-methoxyphenoxy)-2-hydroxypropyl]-1-oxa-3,8-diazaspiro[4.5]decan-2-one in 5 ml methanol is added 10 ml of 3% hydrochloric acid in m...